This data is from the Open Reaction Database (ORD), a public repository of structured organic reaction records. The task is: describe an organic reaction: reactants, conditions, products, and yield Reactants: C1(CC1)C=1N=CC(=NC1OCC1CC1)C(=O)O (5-cyclopropyl-6-cyclopropylmethoxy-pyrazine-2-carboxylic acid), NC1(CCC1)CO (1-amino-cyclobutanemethanol). The product is OCC1(CCC1)NC(=O)C1=NC(=C(N=C1)C1CC1)OCC1CC1 (5-Cyclopropyl-6-cyclopropylmethoxy-pyrazine-2-carboxylic acid (1-hydroxymethyl-cyclobutyl)-amide). As a reaction SMILES: [CH:1]1([C:4]2[N:5]=[CH:6][C:7]([C:15]([OH:17])=O)=[N:8][C:9]=2[O:10][CH2:11][CH:12]2[CH2:14][CH2:13]2)[CH2:3][CH2:2]1.[NH2:18][C:19]1([CH2:23][OH:24])[CH2:22][CH2:21][CH2:20]1>>[OH:24][CH2:23][C:19]1([NH:18][C:15]([C:7]2[CH:6]=[N:5][C:4]([CH:1]3[CH2:2][CH2:3]3)=[C:9]([O:10][CH2:11][CH:12]3[CH2:13][CH2:14]3)[N:8]=2)=[O:17])[CH2:22][CH2:21][CH2:20]1. Reported procedure: The title compound was synthesized in analogy to Example 8e, using 5-cyclopropyl-6-cyclopropylmethoxy-pyrazine-2-carboxylic acid (Example 10 g, 100 mg, 0.43 mmol) and 1-amino-cyclobutanemethanol (CAN 180205-34-9, 66.02 mg, 0.64 mmol) as starting materials, and isolated (50 mg, 36.86%) as off white solid; LC-MS (UV peak area, ESI) 97.56%, 318.4 (M+H). Reactants: CO, C[Si](C)(C)CCOCn1ccc2c(-c3cnn(C(CC#N)C4CCCC4)c3)ncnc21, ClCCl, O=C(O)C(F)(F)F, NCCN. Yields the product N#CCC(C1CCCC1)n1cc(-c2ncnc3[nH]ccc23)cn1. RXN SMILES: [CH3:46][OH:47].[CH:1]1([CH:6]([CH2:7][C:8]#[N:9])[n:10]2[n:11][cH:12][c:13](-[c:15]3[c:16]4[c:17]([n:18][cH:19][n:20]3)[n:21]([CH2:24][O:25][CH2:26][CH2:27][Si:28]([CH3:29])([CH3:30])[CH3:31])[cH:22][cH:23]4)[cH:14]2)[CH2:2][CH2:3][CH2:4][CH2:5]1.[Cl:43][CH2:44][Cl:45].[F:32][C:33]([F:34])([F:35])[C:36]([OH:37])=[O:38].[NH2:39][CH2:40][CH2:41][NH2:42]>>[CH:1]1([CH:6]([CH2:7][C:8]#[N:9])[n:10]2[n:11][cH:12][c:13](-[c:15]3[c:16]4[c:17]([n:18][cH:19][n:20]3)[nH:21][cH:22][cH:23]4)[cH:14]2)[CH2:2][CH2:3][CH2:4][CH2:5]1. Reactants: C1(=CC=C(C=C1)S(=O)(=O)Cl)C (4-toluenesulphonyl chloride), C1(=CC=C(C=C1)S(=O)(=O)Cl)C (4-Toluenesulphonyl chloride), ClC=1C=CC2=C(O[C@H](CO2)CO)C1 ((S)-7-chloro-1,4-benzodioxan-2-ylmethanol), O (water), C1(=CC=C(C=C1)S(=O)(=O)Cl)C (4-toluenesulphonyl chloride). The solvent is N1=CC=CC=C1 (pyridine). Conditions: time 4 hour. Product: C1(=CC=C(C=C1)S(=O)(=O)OC[C@H]1COC2=C(O1)C=C(C=C2)Cl)C ((R)-7-chloro-1,4-benzodioxan-2-ylmethyl 4-toluenesulphonate). RXN SMILES: [C:1]1([CH3:11])[CH:6]=[CH:5][C:4]([S:7](Cl)(=[O:9])=[O:8])=[CH:3][CH:2]=1.[Cl:12][C:13]1[CH:14]=[CH:15][C:16]2[O:21][CH2:20][C@H:19]([CH2:22][OH:23])[O:18][C:17]=2[CH:24]=1.O>N1C=CC=CC=1>[C:1]1([CH3:11])[CH:6]=[CH:5][C:4]([S:7]([O:23][CH2:22][C@@H:19]2[O:18][C:17]3[CH:24]=[C:13]([Cl:12])[CH:14]=[CH:15][C:16]=3[O:21][CH2:20]2)(=[O:9])=[O:8])=[CH:3][CH:2]=1. Procedure: 4-Toluenesulphonyl chloride (5.9 g) was added to a solution of (S)-7-chloro-1,4-benzodioxan-2-ylmethanol (6.0 g; prepared by the method described above) in pyridine (40 ml) and the mixture stirred for 4 hours. More 4-toluenesulphonyl chloride (250 mg) was added, stirring continued for 2 hours, then further 4-toluenesulphonyl chloride (250 mg) was added and stirring continued for 1 hour. The mixture was poured into water (200 ml) and extracted with ethyl acetate (2×200 ml). The combined extracts ... Reactants: Example 1 ( 4 ), C1(CCCCC1)C(C1=C(OC(=C1)C1=CC=C(C=C1)C(F)(F)F)CC)NC1=CC=C(C(=O)O)C=C1 (4-[(cyclohexyl{2-ethyl-5-[4-(trifluoromethyl)phenyl]-3-furyl}methyl)amino]benzoic acid), CNCCC(=O)OCC (ethyl 3-(methylamino)propanoate). The product is C1(CCCCC1)C(C1=C(OC(=C1)C1=CC=C(C=C1)C(F)(F)F)CC)NC1=CC=C(C(=O)N(CCC(=O)O)C)C=C1 (3-[{4-[(cyclohexyl{2-ethyl-5-[4-(trifluoromethyl)phenyl]-3-furyl}methyl)amino]benzoyl}(methyl)amino]propanoic acid). Yield: 74.7%. Reaction SMILES: [CH:1]1([CH:7]([NH:25][C:26]2[CH:34]=[CH:33][C:29]([C:30](O)=[O:31])=[CH:28][CH:27]=2)[C:8]2[CH:12]=[C:11]([C:13]3[CH:18]=[CH:17][C:16]([C:19]([F:22])([F:21])[F:20])=[CH:15][CH:14]=3)[O:10][C:9]=2[CH2:23][CH3:24])[CH2:6][CH2:5][CH2:4][CH2:3][CH2:2]1.[CH3:35][NH:36][CH2:37][CH2:38][C:39]([O:41]CC)=[O:40]>>[CH:1]1([CH:7]([NH:25][C:26]2[CH:27]=[CH:28][C:29]([C:30]([N:36]([CH3:35])[CH2:37][CH2:38][C:39]([OH:41])=[O:40])=[O:31])=[CH:33][CH:34]=2)[C:8]2[CH:12]=[C:11]([C:13]3[CH:18]=[CH:17][C:16]([C:19]([F:21])([F:22])[F:20])=[CH:15][CH:14]=3)[O:10][C:9]=2[CH2:23][CH3:24])[CH2:2][CH2:3][CH2:4][CH2:5][CH2:6]1. Procedure: An operation similar to that in Example 1 (4) was performed using 4-[(cyclohexyl{2-ethyl-5-[4-(trifluoromethyl)phenyl]-3-furyl}methyl)amino]benzoic acid (118 mg) as well as ethyl 3-(methylamino)propanoate (39 mg) to give the title compound (104 mg, 75%) as an amorphous compound.